The task is: describe an organic reaction: reactants, conditions, products, and yield. This data is from the Open Reaction Database (ORD), a public repository of structured organic reaction records. The reactants are CCO, CC(C)(C)OC(=O)N1CCN(c2ccc([N+](=O)[O-])nc2)C(=O)C1. The product is CC(C)(C)OC(=O)N1CCN(c2ccc(N)nc2)C(=O)C1. RXN SMILES: [CH3:24][CH2:25][OH:26].[N+:1]([O-:2])(=[O:3])[c:4]1[cH:5][cH:6][c:7]([N:10]2[C:11](=[O:23])[CH2:12][N:13]([C:16](=[O:17])[O:18][C:19]([CH3:20])([CH3:21])[CH3:22])[CH2:14][CH2:15]2)[cH:8][n:9]1>>[NH2:1][c:4]1[cH:5][cH:6][c:7]([N:10]2[C:11](=[O:23])[CH2:12][N:13]([C:16](=[O:17])[O:18][C:19]([CH3:20])([CH3:21])[CH3:22])[CH2:14][CH2:15]2)[cH:8][n:9]1. Reactants: COCCO, COC(=O)c1cccc2c(SC(F)(F)F)c(OC)ccc12, Cl, [Na+], [OH-], O. Yields the product COc1ccc2c(C(=O)O)cccc2c1SC(F)(F)F. As a reaction SMILES: [CH3:25][O:26][CH2:27][CH2:28][OH:29].[CH3:3][O:4][C:5](=[O:6])[c:7]1[cH:8][cH:9][cH:10][c:11]2[c:12]([S:19][C:20]([F:21])([F:22])[F:23])[c:13]([O:17][CH3:18])[cH:14][cH:15][c:16]12.[ClH:24].[Na+:2].[OH-:1].[OH2:30]>>[O:4]=[C:5]([OH:6])[c:7]1[cH:8][cH:9][cH:10][c:11]2[c:12]([S:19][C:20]([F:21])([F:22])[F:23])[c:13]([O:17][CH3:18])[cH:14][cH:15][c:16]12. The reactants are O=C(OOC(=O)c1ccccc1)c1ccccc1, ClC(Cl)(Cl)Cl, O=C1CCC(=O)N1Cl, Cc1cc(C)nc(F)c1. Yields the product Cc1cc(CCl)cc(F)n1. RXN SMILES: [C:18]([O:19][O:20][C:21](=[O:22])[c:23]1[cH:24][cH:25][cH:26][cH:27][cH:28]1)(=[O:29])[c:30]1[cH:31][cH:32][cH:33][cH:34][cH:35]1.[C:36]([Cl:37])([Cl:38])([Cl:39])[Cl:40].[Cl:10][N:11]1[C:12](=[O:13])[CH2:14][CH2:15][C:16]1=[O:17].[F:1][c:2]1[n:3][c:4]([CH3:9])[cH:5][c:6]([CH3:8])[cH:7]1>>[F:1][c:2]1[n:3][c:4]([CH3:9])[cH:5][c:6]([CH2:8][Cl:10])[cH:7]1. Reactants: ethyleneacetal, C1COC2(CCC(CC2)=O)O1 (Cyclohexane-1,4-dione monoethyleneacetal), Grignard reagent, C(C)OC1=CC=C(C=C1)Br (1-ethoxy-4-bromobenzene). The product is C(C)OC1=CC=C(C=C1)C1CCC(CC1)=O (4-(4-ethoxyphenyl)cyclohexanone). As a reaction SMILES: [CH2:1]1[O:11][C:4]2([CH2:9][CH2:8][C:7](=O)[CH2:6][CH2:5]2)O[CH2:2]1.C([O:14][C:15]1[CH:20]=[CH:19][C:18](Br)=[CH:17][CH:16]=1)C>>[CH2:1]([O:11][C:4]1[CH:5]=[CH:6][C:7]([CH:18]2[CH2:19][CH2:20][C:15](=[O:14])[CH2:16][CH2:17]2)=[CH:8][CH:9]=1)[CH3:2]. Procedure: Cyclohexane-1,4-dione monoethyleneacetal is reacted with a Grignard reagent prepared from 1-ethoxy-4-bromobenzene, and the product is dehydrated and then hydrogenated in the same manner as in process A (if desired, ethyleneacetal is re-introduced). The acetal moiety is removed to obtain 4-(4-ethoxyphenyl)cyclohexanone, which is then deuterated in the same manner as in process A to obtain 4-(4-ethoxyphenyl)cyclohexanone-2,2,6,6-d4. The deuterated compound is reacted with a Grignard reagent prepar...